This data is from the Open Reaction Database (ORD), a public repository of structured organic reaction records. The task is: describe an organic reaction: reactants, conditions, products, and yield Starting materials: C[Al](C)C, COC(=O)C1CC(O)C(NC(=O)c2ccc(Cl)s2)C1, [Mg+2], Nc1ccc(-n2ccccc2=O)cc1F, O=S(=O)([O-])[O-], C1COCCO1, O. Product: O=C(NC1CC(C(=O)Nc2ccc(-n3ccccc3=O)cc2F)CC1O)c1ccc(Cl)s1. As a reaction SMILES: [CH3:16][Al:17]([CH3:18])[CH3:19].[CH3:20][O:21][C:22](=[O:23])[CH:24]1[CH2:25][CH:26]([NH:30][C:31](=[O:32])[c:33]2[s:34][c:35]([Cl:38])[cH:36][cH:37]2)[CH:27]([OH:29])[CH2:28]1.[Mg+2:39].[NH2:1][c:2]1[c:3]([F:15])[cH:4][c:5](-[n:8]2[c:9](=[O:14])[cH:10][cH:11][cH:12][cH:13]2)[cH:6][cH:7]1.[O-:40][S:41]([O-:42])(=[O:43])=[O:44].[O:45]1[CH2:46][CH2:47][O:48][CH2:49][CH2:50]1.[OH2:51]>>[NH:1]([c:2]1[c:3]([F:15])[cH:4][c:5](-[n:8]2[c:9](=[O:14])[cH:10][cH:11][cH:12][cH:13]2)[cH:6][cH:7]1)[C:22](=[O:21])[CH:24]1[CH2:25][CH:26]([NH:30][C:31](=[O:32])[c:33]2[s:34][c:35]([Cl:38])[cH:36][cH:37]2)[CH:27]([OH:29])[CH2:28]1. Reactants: CO, CS(=O)(=O)c1nnc2n1C=Cc1ccccc1C2. The product is COc1nnc2n1C=Cc1ccccc1C2. As a reaction SMILES: [CH3:19][OH:20].[CH3:1][S:2](=[O:3])(=[O:4])[c:5]1[n:6][n:7][c:8]2[n:14]1[CH:13]=[CH:12][c:11]1[c:10]([cH:18][cH:17][cH:16][cH:15]1)[CH2:9]2>>[c:5]1([O:20][CH3:19])[n:6][n:7][c:8]2[n:14]1[CH:13]=[CH:12][c:11]1[c:10]([cH:18][cH:17][cH:16][cH:15]1)[CH2:9]2. The reactants are Clc1ccc(Br)cc1, CC(C)(C)OC(N)=O, [Cu]I, [K+], [K+], O=C([O-])[O-]. Yields the product CC(C)(C)OC(=O)Nc1ccc(Cl)cc1. Reaction SMILES: [Br:1][c:2]1[cH:3][cH:4][c:5]([Cl:8])[cH:6][cH:7]1.[C:9]([NH2:10])([O:11][C:12]([CH3:13])([CH3:14])[CH3:15])=[O:16].[Cu:23][I:24].[K+:17].[K+:18].[O-:19][C:20]([O-:21])=[O:22]>>[c:2]1([NH:10][C:9]([O:11][C:12]([CH3:13])([CH3:14])[CH3:15])=[O:16])[cH:3][cH:4][c:5]([Cl:8])[cH:6][cH:7]1. Reactants: C, CC1(C)C(=O)N(C2C3CC4CC(C3)CC2C4)N1C=Cc1ccccc1, CO, [Pd]. The product is CC1(C)C(=O)N(C2C3CC4CC(C3)CC2C4)N1CCc1ccccc1. As a reaction SMILES: [C:28].[CH3:1][C:2]1([CH3:25])[C:3](=[O:24])[N:4]([CH:14]2[CH:15]3[CH2:16][CH:17]4[CH2:18][CH:19]([CH2:20][CH:21]2[CH2:22]4)[CH2:23]3)[N:5]1[CH:6]=[CH:7][c:8]1[cH:9][cH:10][cH:11][cH:12][cH:13]1.[CH3:26][OH:27].[Pd:29]>>[CH3:1][C:2]1([CH3:25])[C:3](=[O:24])[N:4]([CH:14]2[CH:15]3[CH2:16][CH:17]4[CH2:18][CH:19]([CH2:20][CH:21]2[CH2:22]4)[CH2:23]3)[N:5]1[CH2:6][CH2:7][c:8]1[cH:9][cH:10][cH:11][cH:12][cH:13]1. The reactants are C, CCO, O=C[O-], Cl, [NH4+], COc1cc(-c2ccc(NN)nn2)ccc1OC(F)F, [Pd]. Yields the product COc1cc(-c2ccc(N)nn2)ccc1OC(F)F. Reaction SMILES: [C:29].[CH3:26][CH2:27][OH:28].[CH:22]([O-:23])=[O:24].[ClH:21].[NH4+:25].[NH:1]([NH2:2])[c:3]1[n:4][n:5][c:6](-[c:9]2[cH:10][c:11]([O:19][CH3:20])[c:12]([O:15][CH:16]([F:17])[F:18])[cH:13][cH:14]2)[cH:7][cH:8]1.[Pd:30]>>[NH2:1][c:3]1[n:4][n:5][c:6](-[c:9]2[cH:10][c:11]([O:19][CH3:20])[c:12]([O:15][CH:16]([F:17])[F:18])[cH:13][cH:14]2)[cH:7][cH:8]1. The product is FC1=C(C=C(C=C1F)NC1=NC=CC=2C1=NC=C(N2)OC)[C@]2(N=C(O[C@@H](C2)C(F)(F)F)N)C ((4S,6S)-4-(2,3-difluoro-5-((2-methoxypyrido[3,4-b]pyrazin-5-yl)amino)phenyl)-4-methyl-6-(trifluoromethyl)-5,6-dihydro-4H-1,3-oxazin-2-amine). Reported procedure: The titled compound was synthesized by procedure and steps analogous to those described in Method B, Example 8 above, but using (4S,6S)-4-(5-amino-2,3-difluorophenyl)-4-methyl-6-(trifluoromethyl)-5,6-dihydro-4H-1,3-oxazin-2-amine (17i, Example 163, Method Y, step 9) and 5-chloro-2-methoxypyrido[3,4-b]pyrazine (intermediate 3) in step 2. MS m/z=469.1 [M+H]+. Calculated for C20H17F5N6O2: 468.4 RXN SMILES: [NH2:1][C:2]1[CH:3]=[C:4]([F:21])[C:5]([F:20])=[C:6]([C@:8]2([CH3:19])[CH2:13][C@@H:12]([C:14]([F:17])([F:16])[F:15])[O:11][C:10]([NH2:18])=[N:9]2)[CH:7]=1.Cl[C:23]1[C:28]2=[N:29][CH:30]=[C:31]([O:33][CH3:34])[N:32]=[C:27]2[CH:26]=[CH:25][N:24]=1>>[F:20][C:5]1[C:4]([F:21])=[CH:3][C:2]([NH:1][C:23]2[C:28]3=[N:29][CH:30]=[C:31]([O:33][CH3:34])[N:32]=[C:27]3[CH:26]=[CH:25][N:24]=2)=[CH:7][C:6]=1[C@:8]1([CH3:19])[CH2:13][C@@H:12]([C:14]([F:17])([F:16])[F:15])[O:11][C:10]([NH2:18])=[N:9]1. Starting materials: NC=1C=C(C(=C(C1)[C@]1(N=C(O[C@@H](C1)C(F)(F)F)N)C)F)F ((4S,6S)-4-(5-amino-2,3-difluorophenyl)-4-methyl-6-(trifluoromethyl)-5,6-dihydro-4H-1,3-oxazin-2-amine), ClC1=NC=CC=2C1=NC=C(N2)OC (5-chloro-2-methoxypyrido[3,4-b]pyrazine), ClC1=NC=CC=2C1=NC=C(N2)OC (5-chloro-2-methoxypyrido[3,4-b]pyrazine). The reactants are ClC=1C=NC=C(C1NC(=O)C1=CC=C(C=2OC3=C(C21)C=CC=C3)OC)Cl (N-(3,5-dichloropyrid-4-yl)-4-methoxy dibenzo[b,d]furan-1-carboxamide), ClC1=CC(=CC=C1)C(=O)OO (m-chloroperbenzoic acid). Run in C(Cl)(Cl)Cl (chloroform). Yields the product ClC=1C=NC=C(C1[NH+](C(=O)C1=CC=C(C=2OC3=C(C21)C=CC=C3)OC)[O-])Cl (N-(3,5-dichloropyrid-4-yl)-4-methoxy dibenzo[b,d]furan-1-carboxamide-N1-oxide). The yield is 71.8%. As a reaction SMILES: [Cl:1][C:2]1[CH:3]=[N:4][CH:5]=[C:6]([Cl:26])[C:7]=1[NH:8][C:9]([C:11]1[C:19]2[C:18]3[CH:20]=[CH:21][CH:22]=[CH:23][C:17]=3[O:16][C:15]=2[C:14]([O:24][CH3:25])=[CH:13][CH:12]=1)=[O:10].ClC1C=CC=C(C(OO)=[O:35])C=1>C(Cl)(Cl)Cl>[Cl:26][C:6]1[CH:5]=[N:4][CH:3]=[C:2]([Cl:1])[C:7]=1[NH+:8]([O-:35])[C:9]([C:11]1[C:19]2[C:18]3[CH:20]=[CH:21][CH:22]=[CH:23][C:17]=3[O:16][C:15]=2[C:14]([O:24][CH3:25])=[CH:13][CH:12]=1)=[O:10]. Procedure details: A suspension of N-(3,5-dichloropyrid-4-yl)-4-methoxy dibenzo[b,d]furan-1-carboxamide (200 mg, 0.518 mmol) (example 1) and m-chloroperbenzoic acid (50-55%) (880 mg, 2.5 mmol) in chloroform (10 ml) was refluxed for 2 h. The reaction was cooled and washed with saturated sodium bicarbonate and water. The organic solvent was distilled of in vacuo and the residue was purified by column chromatography using 20% acetone-chloroform as the eluent to give 150 mg of N-(3,5-dichloropyrid-4-yl)-4-methoxy dibe... The reactants are C(C1=CC=CC=C1)OC1=CC=C(C=C1)C1=NC2=C(N1C1CCCC1)C=CC(=C2)C#N (2-(4-benzyloxyphenyl)-5-cyano-1-cyclopentylbenzimidazole), Cl.NO (hydroxylamine hydrochloride), C(O)([O-])=O.[Na+] (sodium hydrogencarbonate). The solvent is C(C)O (ethyl alcohol), O (water). The product is C(C1=CC=CC=C1)OC1=CC=C(C=C1)C1=NC2=C(N1C1CCCC1)C=CC(=C2)C(N)=NO (2-(4-benzyloxyphenyl)-1-cyclopentylbenzimidazole-5-carboxamide oxime). The yield is 72.0%. Reaction SMILES: [CH2:1]([O:8][C:9]1[CH:14]=[CH:13][C:12]([C:15]2[N:19]([CH:20]3[CH2:24][CH2:23][CH2:22][CH2:21]3)[C:18]3[CH:25]=[CH:26][C:27]([C:29]#[N:30])=[CH:28][C:17]=3[N:16]=2)=[CH:11][CH:10]=1)[C:2]1[CH:7]=[CH:6][CH:5]=[CH:4][CH:3]=1.Cl.[NH2:32][OH:33].C(=O)([O-])O.[Na+]>C(O)C.O>[CH2:1]([O:8][C:9]1[CH:10]=[CH:11][C:12]([C:15]2[N:19]([CH:20]3[CH2:24][CH2:23][CH2:22][CH2:21]3)[C:18]3[CH:25]=[CH:26][C:27]([C:29](=[N:32][OH:33])[NH2:30])=[CH:28][C:17]=3[N:16]=2)=[CH:13][CH:14]=1)[C:2]1[CH:7]=[CH:6][CH:5]=[CH:4][CH:3]=1 |f:1.2,3.4|. Procedure: 2-(4-Benzyloxyphenyl)-5-cyano-1-cyclopentylbenzimidazole (400 mg) obtained in Example 14 was suspended in ethyl alcohol (3 ml) and water (1.5 ml), and hydroxylamine hydrochloride (141 mg) and sodium hydrogencarbonate (170 mg) were added. The mixture was refluxed under heating overnight. The reaction mixture was allowed to cool and the precipitated crystals were collected by filtration to give the title compound (312 mg, yield 71%). The reactants are FC1=C(C=CC(=C1)CS(=O)(=O)C)C=1C=C2C(=CN1)OC(C2)C2CCN(CC2)C#N (4-[5-(2-fluoro-4-methanesulfonylmethyl-phenyl)-2,3-dihydro-furo[2,3-c]pyridin-2-yl]-piperidine-1-carbonitrile), ONC(C(C)C)=N (N-hydroxy-isobutyramidine). Product: FC1=C(C=CC(=C1)CS(=O)(=O)C)C=1C=C2C(=CN1)OC(C2)C2CCN(CC2)C2=NC(=NO2)C(C)C (5-(2-Fluoro-4-methanesulfonylmethyl-phenyl)-2-[1-(3-isopropyl-[1,2,4]oxadiazol-5-yl)-piperidin-4-yl]-2,3-dihydro-furo[2,3-c]pyridine). RXN SMILES: [F:1][C:2]1[CH:7]=[C:6]([CH2:8][S:9]([CH3:12])(=[O:11])=[O:10])[CH:5]=[CH:4][C:3]=1[C:13]1[CH:14]=[C:15]2[CH2:21][CH:20]([CH:22]3[CH2:27][CH2:26][N:25]([C:28]#[N:29])[CH2:24][CH2:23]3)[O:19][C:16]2=[CH:17][N:18]=1.[OH:30][NH:31][C:32](=N)[CH:33]([CH3:35])[CH3:34]>>[F:1][C:2]1[CH:7]=[C:6]([CH2:8][S:9]([CH3:12])(=[O:11])=[O:10])[CH:5]=[CH:4][C:3]=1[C:13]1[CH:14]=[C:15]2[CH2:21][CH:20]([CH:22]3[CH2:27][CH2:26][N:25]([C:28]4[O:30][N:31]=[C:32]([CH:33]([CH3:35])[CH3:34])[N:29]=4)[CH2:24][CH2:23]3)[O:19][C:16]2=[CH:17][N:18]=1. Reported procedure: The title compound is prepared from 4-[5-(2-fluoro-4-methanesulfonylmethyl-phenyl)-2,3-dihydro-furo[2,3-c]pyridin-2-yl]-piperidine-1-carbonitrile and N-hydroxy-isobutyramidine following a procedure analogous to that described in Example 2. LC (method 6): tR=1.53 min; Mass spectrum (ESI+): m/z=501 [M+H]+.